This data is from the Open Reaction Database (ORD), a public repository of structured organic reaction records. The task is: describe an organic reaction: reactants, conditions, products, and yield Reactants: FC1=CC=C(C=C1)C(CCCN1CCN(CC1)C1=NNC2=CC(=CC=C12)F)C1=CC=C(C=C1)F (3-{4[4,4-bis(4-fluorophenyl)butyl]-1-piperazinyl}-6-fluoro-1H-indazole), C(C1=CC=CC=C1)(=O)Cl (benzoyl chloride). Run in CCOCC (ether). Product: Cl.C(C1=CC=CC=C1)(=O)N1N=C(C2=CC=C(C=C12)F)N1CCN(CC1)CCCC(C1=CC=C(C=C1)F)C1=CC=C(C=C1)F (1-Benzoyl-3-{4-[4,4-bis(4-fluorophenyl)butyl]-1-piperazinyl}-6-fluoro-1H-indazole hydrochloride). As a reaction SMILES: [F:1][C:2]1[CH:7]=[CH:6][C:5]([CH:8]([C:28]2[CH:33]=[CH:32][C:31]([F:34])=[CH:30][CH:29]=2)[CH2:9][CH2:10][CH2:11][N:12]2[CH2:17][CH2:16][N:15]([C:18]3[C:26]4[C:21](=[CH:22][C:23]([F:27])=[CH:24][CH:25]=4)[NH:20][N:19]=3)[CH2:14][CH2:13]2)=[CH:4][CH:3]=1.[C:35]([Cl:43])(=[O:42])[C:36]1[CH:41]=[CH:40][CH:39]=[CH:38][CH:37]=1>CCOCC>[ClH:43].[C:35]([N:20]1[C:21]2[C:26](=[CH:25][CH:24]=[C:23]([F:27])[CH:22]=2)[C:18]([N:15]2[CH2:16][CH2:17][N:12]([CH2:11][CH2:10][CH2:9][CH:8]([C:28]3[CH:29]=[CH:30][C:31]([F:34])=[CH:32][CH:33]=3)[C:5]3[CH:4]=[CH:3][C:2]([F:1])=[CH:7][CH:6]=3)[CH2:13][CH2:14]2)=[N:19]1)(=[O:42])[C:36]1[CH:41]=[CH:40][CH:39]=[CH:38][CH:37]=1 |f:3.4|. Reported procedure: A mixture of 3-{4[4,4-bis(4-fluorophenyl)butyl]-1-piperazinyl}-6-fluoro-1H-indazole (3.7 g, 0.008 mol) of Example 36 and benzoyl chloride (18.2 g, 0.129 mol) was warmed on a steam bath under N2 for 2 hours. The reaction was cooled to room temperature and the only residue was diluted with ether. The product was isolated by vacuum filtration and the filter cake was washed well with ether affording 4.2 g of a solid. The product was recrystallized twice from ethanol to provide 2.7 g (50%) of 1-benzo... Starting materials: CC(C(=O)O)c1ccc(CC2CCCC2=O)cc1, NCc1cccc2ccccc12. The reagents and catalysts are COC1=NC(=NC(=N1)Cl)Cl (2,4-Dichloro-6-methoxy-1,3,5-triazine), CN1CCOCC1 (NMM). The solvent is CN(C)C=O (DMF), CN(C)C=O (DMF), CN(C)C=O (DMF), CN(C)C=O (DMF), CN(C)C=O (DMF), CN(C)C=O (DMF). Reaction conditions: temperature 25 celsius, time 2 hour. Yields the product CC(C(=O)NCc1cccc2ccccc12)c1ccc(CC2CCCC2=O)cc1. Isolated yield 1.2%. RXN SMILES: NCc1cccc2ccccc12.CC(C(=O)O)c1ccc(CC2CCCC2=O)cc1.COC1=NC(=NC(=N1)Cl)Cl.CN1CCOCC1.CN(C)C=O>>CC(C(=O)NCc1cccc2ccccc12)c1ccc(CC2CCCC2=O)cc1. Starting materials: N-4-ethoxyphenyl-DL-2-chloromandelamide, C(C)OC1=CC=C(N)C=C1 (4-ethoxyaniline), C1=CC=C(C(=C1)C(C(=O)O)O)Cl (DL-2-chloromandelic acid). Product: ClC1=C(C=CC=C1)C1C(NC2=CC=C(C=C12)OCC)=O (3-(2-Chlorophenyl)-5-ethoxy-1,3-dihydroindol-2-one). Reaction SMILES: [CH2:1]([O:3][C:4]1[CH:10]=[CH:9][C:7]([NH2:8])=[CH:6][CH:5]=1)[CH3:2].[CH:11]1[CH:16]=[C:15]([CH:17](O)[C:18](O)=[O:19])[C:14]([Cl:22])=[CH:13][CH:12]=1>>[Cl:22][C:14]1[CH:13]=[CH:12][CH:11]=[CH:16][C:15]=1[CH:17]1[C:9]2[C:7](=[CH:6][CH:5]=[C:4]([O:3][CH2:1][CH3:2])[CH:10]=2)[NH:8][C:18]1=[O:19]. Procedure details: This compound is prepared according to the procedure described in step B of Preparation 66 from N-4-ethoxyphenyl-DL-2-chloromandelamide (120°-130° C.), itself obtained according to the procedure described in step A of Preparation 2 from 4-ethoxyaniline and DL-2-chloromandelic acid. This gives the expected product. Starting materials: CN1CCCC1CO, Cc1ccccc1, [K+], [K+], [K+], O=C([O-])[O-], [OH-], O=C1N(c2ccc3ncsc3c2)CCN1c1cnccc1Cl. Reaction SMILES: [CH3:31][N:32]1[CH:33]([CH2:37][OH:38])[CH2:34][CH2:35][CH2:36]1.[CH3:39][c:40]1[cH:41][cH:42][cH:43][cH:44][cH:45]1.[K+:24].[K+:25].[K+:26].[O-:27][C:28]([O-:29])=[O:30].[OH-:23].[s:1]1[cH:2][n:3][c:4]2[c:5]1[cH:6][c:7]([N:10]1[C:11](=[O:22])[N:12]([c:15]3[cH:16][n:17][cH:18][cH:19][c:20]3[Cl:21])[CH2:13][CH2:14]1)[cH:8][cH:9]2>>[s:1]1[cH:2][n:3][c:4]2[c:5]1[cH:6][c:7]([N:10]1[C:11](=[O:22])[N:12]([c:15]3[cH:16][n:17][cH:18][cH:19][c:20]3[O:38][CH2:37][CH:33]3[N:32]([CH3:31])[CH2:36][CH2:35][CH2:34]3)[CH2:13][CH2:14]1)[cH:8][cH:9]2. The product is CN1CCCC1COc1ccncc1N1CCN(c2ccc3ncsc3c2)C1=O. The reactants are CCOC(C)=O, CCO, O=C(C=Cc1ccccc1)OCCOC(=O)NC1(C(=O)O)CC1. Yields the product O=C(CCc1ccccc1)OCCOC(=O)NC1(C(=O)O)CC1. RXN SMILES: [CH2:24]([O:25][C:26](=[O:27])[CH3:28])[CH3:29].[CH3:30][CH2:31][OH:32].[c:1]1([CH:7]=[CH:8][C:9](=[O:10])[O:11][CH2:12][CH2:13][O:14][C:15](=[O:16])[NH:17][C:18]2([C:21](=[O:22])[OH:23])[CH2:19][CH2:20]2)[cH:2][cH:3][cH:4][cH:5][cH:6]1>>[c:1]1([CH2:7][CH2:8][C:9](=[O:10])[O:11][CH2:12][CH2:13][O:14][C:15](=[O:16])[NH:17][C:18]2([C:21](=[O:22])[OH:23])[CH2:19][CH2:20]2)[cH:2][cH:3][cH:4][cH:5][cH:6]1. The reactants are CN1C(CCC1)=O (N-methyl-2-pyrrolidone), 2,2-bis(3,4-benzenedicarboxylic anhydride)perfluoropropane, C1=CC2=C(C=C1C3=CC4=C(C=C3)C(=O)OC4=O)C(=O)OC2=O (3,3',4,4'-biphenyltetracarboxylic dianhydride), CN1C(CCC1)=O (N-methyl-2-pyrrolidone), NCCC[Si](O[Si](C)(C)C)(C)CCCN (bis(3-aminopropyl)tetramethyldisiloxane), NC1=CC=C(OC2=CC=C(C=C2)C(C)(C)C2=CC=C(C=C2)OC2=CC=C(C=C2)N)C=C1 (2,2-bis[4-(4-aminophenoxy)phenyl]propane), diamine, O (water). The solvent is C=1(C(=CC=CC1)C)C (xylene), dianhydride. Yields the product CC1(CC(C2=C1C=C(C=C2)N)(C)C3=CC=C(C=C3)N)C.C1=CC2=C(C=C1C(=O)C3=CC4=C(C=C3)C(=O)OC4=O)C(=O)OC2=O (polyimide resin). RXN SMILES: [CH:1]1[C:6]([C:7]2[CH:12]=[CH:11][C:10]3[C:13]([O:15][C:16](=[O:17])[C:9]=3[CH:8]=2)=[O:14])=[CH:5][C:4]2[C:18]([O:20][C:21](=[O:22])[C:3]=2[CH:2]=1)=[O:19].N[CH2:24]CC[Si]([CH2:34][CH2:35][CH2:36][NH2:37])(C)O[Si](C)(C)C.N[C:39]1C=CC(OC2C=CC(C(C3C=CC(OC4C=CC(N)=CC=4)=CC=3)(C)C)=CC=2)=C[CH:40]=1.[OH2:69].C[N:71]1[CH2:75][CH2:74][CH2:73][C:72]1=O>C1(C)C(C)=CC=CC=1>[CH3:10][C:9]1([CH3:16])[C:73]2[CH:74]=[C:75]([NH2:71])[CH:39]=[CH:40][C:72]=2[C:7]([C:6]2[CH:34]=[CH:35][C:36]([NH2:37])=[CH:4][CH:5]=2)([CH3:12])[CH2:8]1.[CH:24]1[C:12]([C:7]([C:6]2[CH:1]=[CH:2][C:3]3[C:21]([O:20][C:18](=[O:19])[C:4]=3[CH:5]=2)=[O:22])=[O:69])=[CH:11][C:10]2[C:13]([O:15][C:16](=[O:17])[C:9]=2[CH:8]=1)=[O:14] |f:6.7|. Procedure details: A flask equipped with a stirrer, thermometer, and nitrogen inlet tube was charged with 4.4 grams (0.01 mol) of 2,2-bis(3,4-benzenedicarboxylic anhydride)perfluoropropane and 26.5 grams (0.09 mol) of 3,3',4,4'-biphenyltetracarboxylic dianhydride as a tetracarboxylic dianhydride component and 400 grams of N-methyl-2-pyrrolidone as a solvent. To the flask was added dropwise an N-methyl-2-pyrrolidone solution containing 19.8 grams (0.08 mol) of bis(3-aminopropyl)tetramethyldisiloxane and 8.2 grams (...